describe an organic reaction: reactants, conditions, products, and yield From a dataset of the Open Reaction Database (ORD), a public repository of structured organic reaction records. The reactants are CB(O)O (MeB(OH)2), C(=O)([O-])[O-].[K+].[K+] (K2CO3), COC=1C=C(C(=O)OCC)C=C(C1OS(=O)(=O)C(F)(F)F)[N+](=O)[O-] (ethyl 3-methoxy-5-nitro-4-{[(trifluoromethyl)sulfonyl]oxy}benzoate). The reagents and catalysts are Cl[Pd]Cl.C1=CC=C(C=C1)P([C-]2C=CC=C2)C3=CC=CC=C3.C1=CC=C(C=C1)P([C-]2C=CC=C2)C3=CC=CC=C3.[Fe+2] (PdCl2 dppf). Run in C1CCOC1 (THF), O (water), CCOC(=O)C (AcOEt), O (water). Run at temperature 80 celsius, time 8 hour. Yields the product CC1=C(C=C(C(=O)OCC)C=C1[N+](=O)[O-])OC (Ethyl 4-methyl-3-(methoxy)-5-nitrobenzoate). Yield: 78.6%. Reaction SMILES: CB(O)O.[C:5]([O-])([O-])=O.[K+].[K+].[CH3:11][O:12][C:13]1[CH:14]=[C:15]([CH:21]=[C:22]([N+:32]([O-:34])=[O:33])[C:23]=1OS(C(F)(F)F)(=O)=O)[C:16]([O:18][CH2:19][CH3:20])=[O:17]>C1COCC1.O.CCOC(C)=O.Cl[Pd]Cl.C1C=CC(P(C2C=CC=CC=2)[C-]2C=CC=C2)=CC=1.C1C=CC(P(C2C=CC=CC=2)[C-]2C=CC=C2)=CC=1.[Fe+2]>[CH3:5][C:23]1[C:22]([N+:32]([O-:34])=[O:33])=[CH:21][C:15]([C:16]([O:18][CH2:19][CH3:20])=[O:17])=[CH:14][C:13]=1[O:12][CH3:11] |f:1.2.3,8.9.10.11|. Reported procedure: To a stirred solution of 4.92 g of MeB(OH)2, 33.9 g of K2CO3, 25.6 g of ethyl 3-methoxy-5-nitro-4-{[(trifluoromethyl)sulfonyl]oxy}benzoate in 500 ml of THF and 50 ml of water was added 5.03 g of PdCl2 dppf and the mixture was stirred under argon atmosphere at 80° C. overnight. The mixture was diluted with AcOEt and water, filtered through Celite and the filtrate was extracted with AcOEt. The extract was washed successively with saturated NaCO3aq and saturated brine, dried over Na2SO4, and concen...